This data is from the Open Reaction Database (ORD), a public repository of structured organic reaction records. The task is: describe an organic reaction: reactants, conditions, products, and yield Reactants: [BH4-].[Na+] (NaBH4), C1(CCCC1)CCCC(C)=O (5-cyclopentylpentan-2-one), O (Water). Run in CO (MeOH). Conditions: temperature 0 celsius, time 1 hour. Yields the product C1(CCCC1)CCCC(C)O (5-cyclopentylpentan-2-ol). Yield: 89.2%. As a reaction SMILES: [BH4-].[Na+].[CH:3]1([CH2:8][CH2:9][CH2:10][C:11](=[O:13])[CH3:12])[CH2:7][CH2:6][CH2:5][CH2:4]1.O>CO>[CH:3]1([CH2:8][CH2:9][CH2:10][CH:11]([OH:13])[CH3:12])[CH2:7][CH2:6][CH2:5][CH2:4]1 |f:0.1|. Reported procedure: NaBH4 (3.15 g; 83 mmol) was added portionwise to a solution of 5-cyclopentylpentan-2-one (16.0 g; 104 mmol) in MeOH (125 ml) at 0° C. The mixture was stirred at 0° C. for 1 hour then at room temperature for 2 hours. Water (100 ml) was added cautiously and the mixture extracted with MTBE (3×250 ml). The organic phases were combined, washed with brine (3×50 ml), dried over MgSO4, concentrated in vacuo and distilled (52° C.-56° C./0.045 torr) to give 14.5 g (90% yield) of 5-cyclopentylpentan-2-ol. Starting materials: FC(C1=NC(=C(C(=C1C(=O)OC)CC(C)C)C=O)C(F)(F)F)F (methyl 2-(difluoromethyl)-5-formyl-4-(2-methylpropyl)-6-(trifluoromethyl)-3-pyridinecarboxylate), Grignard reagent, BrC=1SC=CC1 (2-bromothiophene), [Mg] (magnesium), II (iodine crystals), Cl (HCl). The solvent is CCOCC (ether), O (water), CCOCC (ether), CCOCC (ether). Run at time 1.5 hour. Yields the product FC(C1=NC(=C(C(=C1C(=O)OC)CC(C)C)C(C=1SC=CC1)O)C(F)(F)F)F (methyl 2-(difluoromethyl)-5-(hydroxy-2-thienylmethyl)-4-(2-methylpropyl)-6-(trifluoromethyl)-3-pyridinecarboxylate). Yield: 77.9%. RXN SMILES: [Mg].II.Br[C:5]1[S:6][CH:7]=[CH:8][CH:9]=1.[F:10][CH:11]([F:32])[C:12]1[C:17]([C:18]([O:20][CH3:21])=[O:19])=[C:16]([CH2:22][CH:23]([CH3:25])[CH3:24])[C:15]([CH:26]=[O:27])=[C:14]([C:28]([F:31])([F:30])[F:29])[N:13]=1.Cl>CCOCC.O>[F:32][CH:11]([F:10])[C:12]1[C:17]([C:18]([O:20][CH3:21])=[O:19])=[C:16]([CH2:22][CH:23]([CH3:25])[CH3:24])[C:15]([CH:26]([OH:27])[C:5]2[S:6][CH:7]=[CH:8][CH:9]=2)=[C:14]([C:28]([F:31])([F:29])[F:30])[N:13]=1. Procedure: This example illustrates the preparation of Compound Number 53. To a suspension of magnesium (1.4 g, 58 mmol) in anhydrous ether (40 mL) containing several iodine crystals was added dropwise a solution of 2-bromothiophene (10 g, 62 mmol) in anhydrous ether (20 mL). The reaction was exothermic; the mixture was stirred at ambient temperature for 1.5 h. The resulting Grignard reagent was cooled to 0°-5° C. and a solution of methyl 2-(difluoromethyl)-5-formyl-4-(2-methylpropyl)-6-(trifluoromethyl)-3... The reactants are C(=O)(OC(C)(C)C)C(C#N)N (BOC-aminoacetonitrile), CN(C)C=O (DMF), [N-]=[N+]=[N-].[Na+] (NaN3), [NH4+].[Cl-] (NH4Cl). Product: C(=O)(OC(C)(C)C)C1=NN=NN1CN (5-BOC-aminomethyltetrazole). Reaction SMILES: [C:1]([CH:8]([NH2:11])C#N)([O:3][C:4]([CH3:7])([CH3:6])[CH3:5])=[O:2].[N-:12]=[N+:13]=[N-:14].[Na+].[NH4+].[Cl-].[CH3:18][N:19](C=O)C>>[C:1]([C:8]1[N:11]([CH2:18][NH2:19])[N:14]=[N:13][N:12]=1)([O:3][C:4]([CH3:5])([CH3:6])[CH3:7])=[O:2] |f:1.2,3.4|. Procedure details: 5-(BOC-Phe-Nle-AHCP-aminomethyl)-tetrazole is obtained, analogously to Example 4, from BOC-Phe-OH and 5-(H-Nle-AHCP-aminomethyl)-tetrazole [obtainable by reacting BOC-aminoacetonitrile with NaN3 in DMF in the presence of NH4Cl at 80°-90° to give 5-BOC-aminomethyltetrazole (M.p. 153°-155°), splitting off the BOC group to give 5-aminomethyltetrazole, subjecting the latter to a condensation reaction with BOC-Nle-AHCP-OH to give 5-BOC-Nle-AHCP-aminomethyltetrazole and again splitting off the BOC gro... Run in ClCCl (dichloromethane). Yield: 21.0%. Reported procedure: It is prepared from 4-dodecyloxy-N,N-di(2-hydroxy)ethyl aniline (3.66 g, 10 mmol), pyridine (2 g, 25 mmol), dimethylaminopyridine (0.2 g) and phenylphosphonous dichloride (2.15 g, 11 mmol) in dichloromethane as described for compound 200 to obtain a white solid 1 g (21%). Starting materials: 4-dodecyloxy-N,N-di(2-hydroxy)ethyl aniline, N1=CC=CC=C1 (pyridine), CN(C)C1=NC=CC=C1 (dimethylaminopyridine), C1(=CC=CC=C1)P(Cl)Cl (phenylphosphonous dichloride), C(CCC)OCC1OP(OC(CN(C1)C1=CC=C(C=C1)OCCCCCCCCCCCC)COCCCC)(C1=CC=CC=C1)=O (4,8-bis-butoxymethyl-6-(4-dodecyloxy-phenyl)-2-phenyl-[1,3,6,2]dioxazaphosphocane-2-oxide). Yields the product C(CCCCCCCCCCC)OC1=CC=C(C=C1)N1CCOP(OCC1)(C1=CC=CC=C1)=O (6-(4-dodecyloxy-phenyl)-2-phenyl-[1,3,6,2]dioxazaphosphocane-2-oxide). RXN SMILES: N1C=CC=CC=1.CN(C1C=CC=CN=1)C.C1(P(Cl)Cl)C=CC=CC=1.C(OC[CH:31]1[CH2:38][N:37]([C:39]2[CH:44]=[CH:43][C:42]([O:45][CH2:46][CH2:47][CH2:48][CH2:49][CH2:50][CH2:51][CH2:52][CH2:53][CH2:54][CH2:55][CH2:56][CH3:57])=[CH:41][CH:40]=2)[CH2:36][CH:35](COCCCC)[O:34][P:33](=[O:70])([C:64]2[CH:69]=[CH:68][CH:67]=[CH:66][CH:65]=2)[O:32]1)CCC>ClCCl>[CH2:46]([O:45][C:42]1[CH:43]=[CH:44][C:39]([N:37]2[CH2:36][CH2:35][O:34][P:33](=[O:70])([C:64]3[CH:69]=[CH:68][CH:67]=[CH:66][CH:65]=3)[O:32][CH2:31][CH2:38]2)=[CH:40][CH:41]=1)[CH2:47][CH2:48][CH2:49][CH2:50][CH2:51][CH2:52][CH2:53][CH2:54][CH2:55][CH2:56][CH3:57].